This data is from the Open Reaction Database (ORD), a public repository of structured organic reaction records. The task is: describe an organic reaction: reactants, conditions, products, and yield The reactants are CuO, N#N (N2), BrC1=CC(=C(C=C1)C)[N+](=O)[O-] (4-Bromo-2-nitrotoluene), FC1=CC=C(C=C1)O (4-fluorophenol), C([O-])([O-])=O.[K+].[K+] (potassium carbonate). Run in N1=CC=CC=C1 (pyridine), CCOCC (ether). Reaction conditions: temperature 90 celsius. The product is [N+](=O)([O-])C1=C(C=CC(=C1)OC1=CC=C(C=C1)F)C (2-nitro-4-(4-fluorophenoxy)-toluene). Isolated yield 63.1%. Reaction SMILES: Br[C:2]1[CH:7]=[CH:6][C:5]([CH3:8])=[C:4]([N+:9]([O-:11])=[O:10])[CH:3]=1.[F:12][C:13]1[CH:18]=[CH:17][C:16]([OH:19])=[CH:15][CH:14]=1.C(=O)([O-])[O-].[K+].[K+].N#N>CCOCC.N1C=CC=CC=1>[N+:9]([C:4]1[CH:3]=[C:2]([O:19][C:16]2[CH:17]=[CH:18][C:13]([F:12])=[CH:14][CH:15]=2)[CH:7]=[CH:6][C:5]=1[CH3:8])([O-:11])=[O:10] |f:2.3.4|. Procedure details: 4-Bromo-2-nitrotoluene (25.0g, 116 mmol), 4-fluorophenol (8.70g, 77.6 mmol), potassium carbonate (21.5g, 156 mmol) and pyridine (75 mL), were combined under N2 atmosphere and heated at 90° C. for 30 min. The reaction mixture was cooled to ambient temperature, CuO (15.4g, 194 mmol) was added under a stream of N2, and the resulting dark-brown suspension was heated at reflux for 17 hours. The reaction mixture was cooled to ambient temperature and diluted with ether. The solids were removed by filtr... The reactants are N1=C(C=CC=C1)NC1=CC=C(OC=2C(=NC=CN2)C2=CCN(CC2)C(=O)OC(C)(C)C)C=C1 (tert-butyl 4-(3-(4-(pyridin-2-ylamino)phenoxy)pyrazin-2-yl)-5,6-dihydropyridine-1(2H)-carboxylate). Reagents/catalysts: [OH-].[OH-].[Pd+2] (pearlman's catalyst). The solvent is C1CCOC1 (THF). Conditions: time 48 hour. The product is N1=C(C=CC=C1)NC1=CC=C(OC=2C(=NC=CN2)C2CCN(CC2)C(=O)OC(C)(C)C)C=C1 (tert-butyl 4-(3-(4-(pyridin-2-ylamino)phenoxy)pyrazin-2-yl)piperidine-1-carboxylate). As a reaction SMILES: [N:1]1[CH:6]=[CH:5][CH:4]=[CH:3][C:2]=1[NH:7][C:8]1[CH:33]=[CH:32][C:11]([O:12][C:13]2[C:14]([C:19]3[CH2:24][CH2:23][N:22]([C:25]([O:27][C:28]([CH3:31])([CH3:30])[CH3:29])=[O:26])[CH2:21][CH:20]=3)=[N:15][CH:16]=[CH:17][N:18]=2)=[CH:10][CH:9]=1>[OH-].[OH-].[Pd+2].C1COCC1>[N:1]1[CH:6]=[CH:5][CH:4]=[CH:3][C:2]=1[NH:7][C:8]1[CH:9]=[CH:10][C:11]([O:12][C:13]2[C:14]([CH:19]3[CH2:20][CH2:21][N:22]([C:25]([O:27][C:28]([CH3:29])([CH3:30])[CH3:31])=[O:26])[CH2:23][CH2:24]3)=[N:15][CH:16]=[CH:17][N:18]=2)=[CH:32][CH:33]=1 |f:1.2.3|. Procedure: To a N2 purged flask containing tert-butyl 4-(3-(4-(pyridin-2-ylamino)phenoxy)pyrazin-2-yl)-5,6-dihydropyridine-1(2H)-carboxylate (10.0 g, 22.45 mmol) and pearlman's catalyst (4.1 g, 5.84 mmol) was added THF (350 mL). H2 was bubbled through the solution for 4 minutes, then the solution was capped with a balloon of H2. After 48 hours, LC-MS shows complete conversion. The solution was filtered over a pad of celite, and the celite washed with EtOAc (150 mL). The filtrate was concentrated in vacuo. ...